From a dataset of the Open Reaction Database (ORD), a public repository of structured organic reaction records. describe an organic reaction: reactants, conditions, products, and yield The reactants are COC(C1=CC(=CC(=C1)N1C(CCC1)=O)OCCCO)=O (3-(3-Hydroxy-propoxy)-5-(2-oxo-pyrrolidin-1-yl)-benzoic acid methyl ester), CN(C)C1=CC=CC2=C1C(=CC=C2)N(C)C (proton sponge), F[B-](F)(F)F.C[O+](C)C (trimethyloxonium tetrafluoroborate), CN(C)C1=CC=CC2=C1C(=CC=C2)N(C)C (proton sponge), F[B-](F)(F)F.C[O+](C)C (trimethyloxonium tetrafluoroborate). Run in C(Cl)Cl (CH2Cl2). Run at time 3 hour. Product: COC(C1=CC(=CC(=C1)N1C(CCC1)=O)OCCCOC)=O (3-(3-methoxy-propoxy)-5-(2-oxo-pyrrolidin-1-yl)-benzoic acid methyl ester). Isolated yield 57.5%. As a reaction SMILES: [CH3:1][O:2][C:3](=[O:21])[C:4]1[CH:9]=[C:8]([N:10]2[CH2:14][CH2:13][CH2:12][C:11]2=[O:15])[CH:7]=[C:6]([O:16][CH2:17][CH2:18][CH2:19][OH:20])[CH:5]=1.[CH3:22]N(C1C2C(N(C)C)=CC=CC=2C=CC=1)C.F[B-](F)(F)F.C[O+](C)C>C(Cl)Cl>[CH3:1][O:2][C:3](=[O:21])[C:4]1[CH:9]=[C:8]([N:10]2[CH2:14][CH2:13][CH2:12][C:11]2=[O:15])[CH:7]=[C:6]([O:16][CH2:17][CH2:18][CH2:19][O:20][CH3:22])[CH:5]=1 |f:2.3|. Procedure: 3-(3-Hydroxy-propoxy)-5-(2-oxo-pyrrolidin-1-yl)-benzoic acid methyl ester (B15) (127 mg, 0.43 mmol, 1 equiv) in CH2Cl2 (2 ml) was treated with proton sponge (279 mg, 1.30 mmol, 3 equiv) and trimethyloxonium tetrafluoroborate (192 mg, 1.30 mmol, 3 equiv). After 3 hrs, further quantities of proton sponge (93 mg, 0.43 mmol, 1 equiv) and trimethyloxonium tetrafluoroborate (65 mg, 0.43 mmol, 1 equiv) were added and stirring was continued for a further 2 h. The mixture was then partitioned between AcO... Starting materials: NC1=NC2=CC=C(C=C2C1(O)C1=CC=C(C=C1)C1(N=N1)C(F)(F)F)C#C[Si](C)(C)C (2-amino-3-{4-[3-(trifluoromethyl)diazirin-3-yl]phenyl}-5-[2-(trimethylsilyl)ethynyl]indol-3-ol), CCCC[N+](CCCC)(CCCC)CCCC.[F-] (TBAF). Solvent: C1CCOC1 (THF), C1CCOC1 (THF). Conditions: time 10 minute. Yields the product NC1=NC2=CC=C(C=C2C1(O)C1=CC=C(C=C1)C1(N=N1)C(F)(F)F)C#C (2-amino-5-ethynyl-3-{4-[3-(trifluoromethyl)diazirin-3-yl]phenyl}indol-3-ol). Yield: 87.4%. RXN SMILES: [NH2:1][C:2]1[C:10]([C:12]2[CH:17]=[CH:16][C:15]([C:18]3([C:21]([F:24])([F:23])[F:22])[N:20]=[N:19]3)=[CH:14][CH:13]=2)([OH:11])[C:9]2[C:4](=[CH:5][CH:6]=[C:7]([C:25]#[C:26][Si](C)(C)C)[CH:8]=2)[N:3]=1.CCCC[N+](CCCC)(CCCC)CCCC.[F-]>C1COCC1>[NH2:1][C:2]1[C:10]([C:12]2[CH:17]=[CH:16][C:15]([C:18]3([C:21]([F:24])([F:23])[F:22])[N:20]=[N:19]3)=[CH:14][CH:13]=2)([OH:11])[C:9]2[C:4](=[CH:5][CH:6]=[C:7]([C:25]#[CH:26])[CH:8]=2)[N:3]=1 |f:1.2|. Procedure: 2-amino-3-{4-[3-(trifluoromethyl)diazirin-3-yl]phenyl}-5-[2-(trimethylsilyl)ethynyl]indol-3-ol (30.5 mg, 0.07 mmol, 1 eq.) was dissolved in THF (5 mL), and 1 M TBAF in THF (0.078 mL, 0.08 mmol, 1.1 eq.) was added. The reaction was stirred at room temperature for 10 minutes. Solvents were then evaporated, and the residue was purified by silica column (DCM/MeOH, 39:1→19:1→9:1→4:1), resulting in 21.8 mg (86%) of the title compound as a yellow solid. 1H NMR (500 MHz, CD3OD) δ 7.45 (d, J=8.5, 2H, Ar—... Reactants: F[B-](F)(F)F, CCN(C(C)C)C(C)C, CC1CC(O)(c2ccccc2)CN1, COc1ccc(-c2nocc2C(=O)O)cc1Cl, CN(C)C=O, CN(C)C(On1nnc2ccccc21)=[N+](C)C. Yields the product COc1ccc(-c2nocc2C(=O)N2CC(O)(c3ccccc3)CC2C)cc1Cl. As a reaction SMILES: [B-:27]([F:28])([F:29])([F:30])[F:31].[CH2:18]([N:19]([CH:20]([CH3:21])[CH3:22])[CH:23]([CH3:24])[CH3:25])[CH3:26].[CH3:49][CH:50]1[CH2:51][C:52]([OH:55])([c:56]2[cH:57][cH:58][cH:59][cH:60][cH:61]2)[CH2:53][NH:54]1.[Cl:1][c:2]1[cH:3][c:4](-[c:10]2[n:11][o:12][cH:13][c:14]2[C:15](=[O:16])[OH:17])[cH:5][cH:6][c:7]1[O:8][CH3:9].[O:62]=[CH:63][N:64]([CH3:65])[CH3:66].[n:32]1([O:33][C:34]([N:35]([CH3:36])[CH3:37])=[N+:38]([CH3:39])[CH3:40])[c:41]2[cH:42][cH:43][cH:44][cH:45][c:46]2[n:47][n:48]1>>[Cl:1][c:2]1[cH:3][c:4](-[c:10]2[n:11][o:12][cH:13][c:14]2[C:15](=[O:17])[N:54]2[CH:50]([CH3:49])[CH2:51][C:52]([OH:55])([c:56]3[cH:57][cH:58][cH:59][cH:60][cH:61]3)[CH2:53]2)[cH:5][cH:6][c:7]1[O:8][CH3:9]. Reactants: ClC=1C=C(C=C(C1)Cl)C1(CC(=NO1)C1=CC=C(C2=CC=CC=C12)C=1OC(CN1)=O)C(F)(F)F (2-[4-[5-(3,5-dichlorophenyl)-4,5-dihydro-5-(trifluoromethyl)-3-isoxazolyl]-1-naphthalenyl]-5(4H)-oxazolone), ClC=1C=C(C=C(C1)Cl)C1(CC(=NO1)C1=CC=C(C2=CC=CC=C12)C=1OC(CN1)=O)C(F)(F)F (2-[4-[5-(3,5-dichlorophenyl)-4,5-dihydro-5-(trifluoromethyl)-3-isoxazolyl]-1-naphthalenyl]-5(4H)-oxazolone), NCC1CC1 ((aminomethyl)cyclopropane). The solvent is CN(C=O)C (N,N-dimethylformamide), O (water). Reaction conditions: temperature 150 celsius. Yields the product C1(CC1)CNC(CNC(=O)C1=CC=C(C2=CC=CC=C12)C1=NOC(C1)(C(F)(F)F)C1=CC(=CC(=C1)Cl)Cl)=O (N-[2-[(cyclopropylmethyl)amino]-2-oxoethyl]-4-[5-(3,5-dichlorophenyl)-4,5-dihydro-5-(trifluoromethyl)-3-isoxazolyl]-1-naphthalenecarboxamide). Reaction SMILES: [Cl:1][C:2]1[CH:3]=[C:4]([C:9]2([C:30]([F:33])([F:32])[F:31])[O:13][N:12]=[C:11]([C:14]3[C:23]4[C:18](=[CH:19][CH:20]=[CH:21][CH:22]=4)[C:17]([C:24]4[O:25][C:26](=[O:29])[CH2:27][N:28]=4)=[CH:16][CH:15]=3)[CH2:10]2)[CH:5]=[C:6]([Cl:8])[CH:7]=1.[NH2:34][CH2:35][CH:36]1[CH2:38][CH2:37]1>CN(C)C=O.O>[CH:36]1([CH2:35][NH:34][C:26](=[O:29])[CH2:27][NH:28][C:24]([C:17]2[C:18]3[C:23](=[CH:22][CH:21]=[CH:20][CH:19]=3)[C:14]([C:11]3[CH2:10][C:9]([C:4]4[CH:5]=[C:6]([Cl:8])[CH:7]=[C:2]([Cl:1])[CH:3]=4)([C:30]([F:31])([F:33])[F:32])[O:13][N:12]=3)=[CH:15][CH:16]=2)=[O:25])[CH2:38][CH2:37]1. Reported procedure: A mixture of 2-[4-[5-(3,5-dichlorophenyl)-4,5-dihydro-5-(trifluoromethyl)-3-isoxazolyl]-1-naphthalenyl]-5(4H)-oxazolone (i.e. the title product of Step A) (50 mg) and (aminomethyl)cyclopropane (0.1 mL) in N,N-dimethylformamide (1 mL) was irradiated with microwave radiation to maintain a temperature around 150° C. for 30 minutes. The reaction mixture was diluted with water and extracted with ethyl acetate. The organic layer was washed with brine, dried with anhydrous sodium sulfate, and concentra... Reactants: [BH4-], C1CCC2(C1)COC1(CCCC1)N2, CCO, [Na+], O. Reaction SMILES: [BH4-:14].[CH2:1]1[CH2:2][CH2:3][CH2:4][C:5]12[NH:6][C:7]1([CH2:8][CH2:9][CH2:10][CH2:11]1)[O:12][CH2:13]2.[CH3:16][CH2:17][OH:18].[Na+:15].[OH2:19]>>[CH2:1]1[CH2:2][CH2:3][CH2:4][C:5]1([NH:6][CH:7]1[CH2:8][CH2:9][CH2:10][CH2:11]1)[CH2:13][OH:12]. Yields the product OCC1(NC2CCCC2)CCCC1. The reactants are Cc1cn(CC(=O)O)c(=O)[nH]c1=O, O=C(Cl)C(=O)Cl, ClCCl. Yields the product Cc1cn(CC(=O)Cl)c(=O)[nH]c1=O. RXN SMILES: [C:7]([CH2:8][n:11]1[c:12](=[O:13])[nH:14][c:15](=[O:16])[c:17]([CH3:18])[cH:19]1)([OH:9])=[O:10].[Cl:1][C:2](=[O:3])[C:4]([Cl:5])=[O:6].[Cl:20][CH2:21][Cl:22]>>[Cl:1][C:2](=[O:3])[CH2:4][n:11]1[c:12](=[O:13])[nH:14][c:15](=[O:16])[c:17]([CH3:18])[cH:19]1. Reactants: BrC1=CC(=C(N)C(=C1)F)F (4-bromo-2,6-difluoroaniline), FC=1C=C(C=C(C1)OC)B(O)O (3-fluoro-5-methoxyphenylboronic acid). Yields the product FC=1C=C(C=C(C1N)F)C1=CC(=CC(=C1)OC)F (3,3′,5-trifluoro-5′-methoxybiphenyl-4-amine). The yield is 42.0%. Reaction SMILES: Br[C:2]1[CH:8]=[C:7]([F:9])[C:5]([NH2:6])=[C:4]([F:10])[CH:3]=1.[F:11][C:12]1[CH:13]=[C:14](B(O)O)[CH:15]=[C:16]([O:18][CH3:19])[CH:17]=1>>[F:10][C:4]1[CH:3]=[C:2]([C:14]2[CH:15]=[C:16]([O:18][CH3:19])[CH:17]=[C:12]([F:11])[CH:13]=2)[CH:8]=[C:7]([F:9])[C:5]=1[NH2:6]. Reported procedure: The title compound (51 mg) was prepared from 4-bromo-2,6-difluoroaniline (100 mg, 0.48 mmol) and 3-fluoro-5-methoxyphenylboronic acid (106 mg, 0.62 mmol) as a yellow solid. 1H-NMR (δ ppm, DMSO-d6, 400 MHz): 7.35 (dd, J 2.1, 8.1, 2H), 7.06 (d, J10.2, 1H), 7.01 (s, 1H), 6.71 (dd, J 2, 8.8, 1H), 5.42 (s, 2H), 3.81 (s, 3H). Yield: 88.6%. Reaction SMILES: [Br:1][C:2]1[CH:3]=[C:4]([CH:7]=[CH:8][C:9]=1[Cl:10])[CH2:5]O.C1C=CC(P(C2C=CC=CC=2)C2C=CC=CC=2)=CC=1.C(Cl)(Cl)(Cl)[Cl:31]>C(Cl)Cl>[Br:1][C:2]1[CH:3]=[C:4]([CH:7]=[CH:8][C:9]=1[Cl:10])[CH2:5][Cl:31]. Reactants: BrC=1C=C(CO)C=CC1Cl (3-bromo-4-chlorobenzyl alcohol), C1=CC=C(C=C1)P(C2=CC=CC=C2)C3=CC=CC=C3 (Ph3P), C(Cl)(Cl)(Cl)Cl (CCl4). Procedure: To a solution of 3-bromo-4-chlorobenzyl alcohol (9.6 g, 43 mmol) in CH2Cl2 (100 mL) was added Ph3P (17.1 g, 1.5 mmol) and CCl4 (6.3 mL, 65 mmol). After 18 h, the solution was washed with brine (3×100 mL) and passed through a short silica gel column to afford the product as colorless oil (9.14 g, 88%). 1H NMR (400 MHz, CDCl3): 7.65 (d, J=2.1 Hz, 1H), 7.43 (d, J=8.2 Hz, 1H), 7.27 (dd, J=8.3, 2.1 Hz, 1H), 4.51 (s, 3H). Reaction conditions: time 18 hour. Yields the product BrC=1C=C(CCl)C=CC1Cl (3-Bromo-4-chlorobenzyl chloride). The solvent is C(Cl)Cl (CH2Cl2). Starting materials: O=CC(=O)O, CC(C)=O, CC(N)=O. Product: CC(=O)NC(O)C(=O)O. As a reaction SMILES: [C:5]([CH:6]=[O:7])(=[O:8])[OH:9].[CH3:10][C:11](=[O:12])[CH3:13].[CH3:1][C:2]([NH2:3])=[O:4]>>[CH3:1][C:2]([NH:3][CH:6]([C:5](=[O:8])[OH:9])[OH:7])=[O:4].